From a dataset of the Open Reaction Database (ORD), a public repository of structured organic reaction records. describe an organic reaction: reactants, conditions, products, and yield Starting materials: IC=1C=CC=2N(N1)C=C(N2)N (6-iodoimidazo[1,2-b]pyridazin-2-amine), Cl.CN(C)CC(=O)Cl (dimethylaminoacetyl chloride hydrochloride). The solvent is [OH-].[Na+] (sodium hydroxide), CN1C(CCC1)=O (N-methylpyrrolidone). Conditions: time 6 hour. Product: IC=1C=CC=2N(N1)C=C(N2)NC(CN(C)C)=O (N-(6-iodoimidazo[1,2-b]pyridazin-2-yl)-N2,N2-dimethylglycinamide). Isolated yield 73.8%. As a reaction SMILES: [I:1][C:2]1[CH:3]=[CH:4][C:5]2[N:6]([CH:8]=[C:9]([NH2:11])[N:10]=2)[N:7]=1.Cl.[CH3:13][N:14]([CH2:16][C:17](Cl)=[O:18])[CH3:15]>CN1CCCC1=O.[OH-].[Na+]>[I:1][C:2]1[CH:3]=[CH:4][C:5]2[N:6]([CH:8]=[C:9]([NH:11][C:17](=[O:18])[CH2:16][N:14]([CH3:15])[CH3:13])[N:10]=2)[N:7]=1 |f:1.2,4.5|. Procedure: To a solution of 6-iodoimidazo[1,2-b]pyridazin-2-amine (1040 mg, 4.0 mmol) in N-methylpyrrolidone (5.0 mL) was added dimethylaminoacetyl chloride hydrochloride (948 mg, 6.0 mmol), and the mixture was stirred at room temperature for 6 hr. The reaction mixture was diluted with 1N aqueous sodium hydroxide solution, and extracted with ethyl acetate. The organic layer was concentrated under reduced pressure, and the residue was purified by silica gel column chromatography (ethyl acetate/methanol=100/... As a reaction SMILES: [C:1]([C:5]1[N:10]=[CH:9][C:8]([C:11]2[N:12]([C:32]([N:34]3[CH2:39][CH2:38][CH:37]([CH2:40][C:41](O)=[O:42])[CH2:36][CH2:35]3)=[O:33])[C@@:13]([C:25]3[CH:30]=[CH:29][C:28]([Cl:31])=[CH:27][CH:26]=3)([CH3:24])[C@@:14]([C:17]3[CH:22]=[CH:21][C:20]([Cl:23])=[CH:19][CH:18]=3)([CH3:16])[N:15]=2)=[C:7]([O:44][CH2:45][CH3:46])[CH:6]=1)([CH3:4])([CH3:3])[CH3:2].[CH2:47]1[C:55]2[C:50](=[CH:51][CH:52]=[CH:53][CH:54]=2)[CH2:49][NH:48]1>>[C:1]([C:5]1[N:10]=[CH:9][C:8]([C:11]2[N:12]([C:32]([N:34]3[CH2:39][CH2:38][CH:37]([CH2:40][C:41]([N:48]4[CH2:49][C:50]5[C:55](=[CH:54][CH:53]=[CH:52][CH:51]=5)[CH2:47]4)=[O:42])[CH2:36][CH2:35]3)=[O:33])[C@@:13]([C:25]3[CH:30]=[CH:29][C:28]([Cl:31])=[CH:27][CH:26]=3)([CH3:24])[C@@:14]([C:17]3[CH:18]=[CH:19][C:20]([Cl:23])=[CH:21][CH:22]=3)([CH3:16])[N:15]=2)=[C:7]([O:44][CH2:45][CH3:46])[CH:6]=1)([CH3:2])([CH3:3])[CH3:4]. Procedure details: In a manner analogous to the method described in example 163, {1-[(4S,5R)-2-(6-tert-butyl-4-ethoxy-pyridin-3-yl)-4,5-bis-(4-chloro-phenyl)-4,5-dimethyl-4,5-dihydro-imidazole-1-carbonyl]-piperidin-4-yl}-acetic acid was coupled with 2,3-dihydro-1H-isoindole (Oakwood) to give the title compound. HR-MS (ES, m/z) calculated for C44H50Cl2N5O3 [(M+H)+] 766.3285, observed 766.3286. The product is C(C)(C)(C)C1=CC(=C(C=N1)C=1N([C@]([C@](N1)(C)C1=CC=C(C=C1)Cl)(C)C1=CC=C(C=C1)Cl)C(=O)N1CCC(CC1)CC(=O)N1CC2=CC=CC=C2C1)OCC (2-{1-[(4S,5R)-2-(6-tert-Butyl-4-ethoxy-pyridin-3-yl)-4,5-bis-(4-chloro-phenyl)-4,5-dimethyl-4,5-dihydro-imidazole-1-carbonyl]-piperidin-4-yl}-1-(1,3-dihydro-isoindol-2-yl)-ethanone). Starting materials: C(C)(C)(C)C1=CC(=C(C=N1)C=1N([C@]([C@](N1)(C)C1=CC=C(C=C1)Cl)(C)C1=CC=C(C=C1)Cl)C(=O)N1CCC(CC1)CC(=O)O)OCC ({1-[(4S,5R)-2-(6-tert-butyl-4-ethoxy-pyridin-3-yl)-4,5-bis-(4-chloro-phenyl)-4,5-dimethyl-4,5-dihydro-imidazole-1-carbonyl]-piperidin-4-yl}-acetic acid), C1NCC2=CC=CC=C12 (2,3-dihydro-1H-isoindole). Starting materials: C1CCOC1, CO, O=C1Cn2c(-c3ccoc3)c(C3CCCCC3)c3ccc(cc32)C(=O)NCCC=CCCN1. The product is O=C1Cn2c(-c3ccoc3)c(C3CCCCC3)c3ccc(cc32)C(=O)NCCCCCCN1. As a reaction SMILES: [CH2:36]1[O:37][CH2:38][CH2:39][CH2:40]1.[CH3:34][OH:35].[CH:1]1([c:7]2[c:8]3[cH:9][cH:10][c:11]4[cH:31][c:30]3[n:23]([c:24]2-[c:25]2[cH:26][o:27][cH:28][cH:29]2)[CH2:22][C:21](=[O:32])[NH:20][CH2:19][CH2:18][CH:17]=[CH:16][CH2:15][CH2:14][NH:13][C:12]4=[O:33])[CH2:2][CH2:3][CH2:4][CH2:5][CH2:6]1>>[CH:1]1([c:7]2[c:8]3[cH:9][cH:10][c:11]4[cH:31][c:30]3[n:23]([c:24]2-[c:25]2[cH:26][o:27][cH:28][cH:29]2)[CH2:22][C:21](=[O:32])[NH:20][CH2:19][CH2:18][CH2:17][CH2:16][CH2:15][CH2:14][NH:13][C:12]4=[O:33])[CH2:2][CH2:3][CH2:4][CH2:5][CH2:6]1. The reactants are ClC(C(=O)NC1=C(CC2=NC=CC3=CC=CC=C23)C=CC(=C1OC)OC)C (1-(2-[2-chloro-propionyl] amino-3,4-dimethoxybenzyl) isoquinoline), C(CC)N (n-propylamine). Yields the product C1=NC=CC2=CC=CC=C12 (isoquinoline). RXN SMILES: ClC(C)C(NC1C(OC)=C(OC)C=CC=1C[C:9]1[C:18]2[C:13](=[CH:14][CH:15]=[CH:16][CH:17]=2)[CH:12]=[CH:11][N:10]=1)=O.C(N)CC>>[CH:9]1[C:18]2[C:13](=[CH:14][CH:15]=[CH:16][CH:17]=2)[CH:12]=[CH:11][N:10]=1. Reported procedure: Following the procedure of Example 1, but reacting 1-(2-[2-chloro-propionyl] amino-3,4-dimethoxybenzyl) isoquinoline with n-propylamine, there is obtained 1-(2-[2-n-propylaminoprionyl] amino-3,4-dimethoxybenzyl) isoquinoline.